Dataset: the Open Reaction Database (ORD), a public repository of structured organic reaction records. Task: describe an organic reaction: reactants, conditions, products, and yield Reactants: [N+](=O)([O-])C=1C=C(C=CC1)CC(=O)N1CCCC1 (1-[(3-nitrophenyl)acetyl]pyrrolidine), C(=O)[O-].[NH4+] (ammonium formate). Reagents/catalysts: [Pd] (palladium-on-charcoal). The solvent is CO (methanol). Conditions: time 1 hour. Product: O=C(CC=1C=C(N)C=CC1)N1CCCC1 (3-(2-oxo-2-pyrrolidin-1-ylethyl)aniline). Isolated yield 79.0%. As a reaction SMILES: [N+:1]([C:4]1[CH:5]=[C:6]([CH2:10][C:11]([N:13]2[CH2:17][CH2:16][CH2:15][CH2:14]2)=[O:12])[CH:7]=[CH:8][CH:9]=1)([O-])=O.C([O-])=O.[NH4+]>CO.[Pd]>[O:12]=[C:11]([N:13]1[CH2:17][CH2:16][CH2:15][CH2:14]1)[CH2:10][C:6]1[CH:5]=[C:4]([CH:9]=[CH:8][CH:7]=1)[NH2:1] |f:1.2|. Procedure: To a solution of 2.12 g of 1-[(3-nitrophenyl)acetyl]pyrrolidine obtained in stage a) below in 50 mL of methanol are added, under argon, 4.56 g of ammonium formate and 96 mg of 10% palladium-on-charcoal. The reaction mixture is stirred at room temperature for 1 hour and then filtered through Celite and concentrated under reduced pressure. The residue is taken up in water and extracted with dichloromethane. The organic phase is then washed with water and with saturated sodium chloride solution, dr... Reactants: CCOCC1Cc2ccccc2CN1Cc1c(CC)nn(-c2c(C)cc(Br)cc2C)c1CC, [Li]CCCC, C1CCOC1, O. The product is CCOCC1Cc2ccccc2CN1Cc1c(CC)nn(-c2c(C)cccc2C)c1CC. Reaction SMILES: [Br:6][c:7]1[cH:8][c:9]([CH3:38])[c:10](-[n:14]2[n:15][c:16]([CH2:36][CH3:37])[c:17]([CH2:21][N:22]3[CH2:23][c:24]4[cH:25][cH:26][cH:27][cH:28][c:29]4[CH2:30][CH:31]3[CH2:32][O:33][CH2:34][CH3:35])[c:18]2[CH2:19][CH3:20])[c:11]([CH3:13])[cH:12]1.[CH2:1]([Li:2])[CH2:3][CH2:4][CH3:5].[O:40]1[CH2:41][CH2:42][CH2:43][CH2:44]1.[OH2:39]>>[cH:7]1[cH:8][c:9]([CH3:38])[c:10](-[n:14]2[n:15][c:16]([CH2:36][CH3:37])[c:17]([CH2:21][N:22]3[CH2:23][c:24]4[cH:25][cH:26][cH:27][cH:28][c:29]4[CH2:30][CH:31]3[CH2:32][O:33][CH2:34][CH3:35])[c:18]2[CH2:19][CH3:20])[c:11]([CH3:13])[cH:12]1. The reactants are Cc1ccccc1, O=C(Cl)Cl, CSc1nc2c(Cl)cc(F)c(N)c2s1, O=C(Cl)OC(Cl)(Cl)Cl. The product is CSc1nc2c(Cl)cc(F)c(N=C=O)c2s1. As a reaction SMILES: [CH3:27][c:28]1[cH:29][cH:30][cH:31][cH:32][cH:33]1.[Cl:23][C:24](=[O:25])[Cl:26].[NH2:1][c:2]1[c:3]([F:14])[cH:4][c:5]([Cl:13])[c:6]2[n:7][c:8]([S:11][CH3:12])[s:9][c:10]12.[O:15]=[C:16]([Cl:17])[O:18][C:19]([Cl:20])([Cl:21])[Cl:22]>>[N:1]([c:2]1[c:3]([F:14])[cH:4][c:5]([Cl:13])[c:6]2[n:7][c:8]([S:11][CH3:12])[s:9][c:10]12)=[C:16]=[O:15]. Reactants: [Br-], CCOCC, [Mg+]C1CC1, O=C1CCc2ccc(Cl)cc21, O=C1CCc2cc(Cl)ccc21, C1CCOC1. Product: OC1(C2CC2)CCc2ccc(Cl)cc21. Reaction SMILES: [Br-:1].[CH3:33][CH2:34][O:35][CH2:36][CH3:37].[CH:2]1([Mg+:5])[CH2:3][CH2:4]1.[Cl:17][c:18]1[cH:19][cH:20][c:21]2[c:25]([cH:26]1)[C:24](=[O:27])[CH2:23][CH2:22]2.[Cl:6][c:7]1[cH:8][c:9]2[c:10]([cH:11][cH:12]1)[C:13](=[O:14])[CH2:15][CH2:16]2.[O:28]1[CH2:29][CH2:30][CH2:31][CH2:32]1>>[CH:2]1([C:24]2([OH:27])[CH2:23][CH2:22][c:21]3[cH:20][cH:19][c:18]([Cl:17])[cH:26][c:25]32)[CH2:3][CH2:4]1. Solvent: ClCCl.CO (dichloromethane methanol). Procedure details: Prepared analogously to Example 1.1.d. from 1-(4-iodobenzyl)4-methylpiperidine and propynoic acid-(4′-chlorobiphenyl-4-yl)amide. Yield: 50 mg (27% of theory); C28H27ClN2O (M=442.99); calc.: molecular ion peak (M+H)+: 443/445; found: molecular ion peak (M+H)+: 443/445; Rf value: 0.45 (silica gel, dichloromethane/methanol (10:1)). Yields the product ClC1=CC=C(C=C1)C1=CC=C(C=C1)NC(C#CC1=CC=C(C=C1)CN1CCC(CC1)C)=O (3-[4-(4-methylpiperidin-1-ylmethyl)phenyl]propynoic acid-(4′-chlorobiphenyl-4-yl)amide). RXN SMILES: I[C:2]1[CH:15]=[CH:14][C:5]([CH2:6][N:7]2[CH2:12][CH2:11][CH:10]([CH3:13])[CH2:9][CH2:8]2)=[CH:4][CH:3]=1.[Cl:16][C:17]1[CH:22]=[CH:21][C:20]([C:23]2[CH:28]=[CH:27][C:26]([NH:29][C:30](=[O:33])[C:31]#[CH:32])=[CH:25][CH:24]=2)=[CH:19][CH:18]=1>ClCCl.CO>[Cl:16][C:17]1[CH:18]=[CH:19][C:20]([C:23]2[CH:28]=[CH:27][C:26]([NH:29][C:30](=[O:33])[C:31]#[C:32][C:2]3[CH:15]=[CH:14][C:5]([CH2:6][N:7]4[CH2:12][CH2:11][CH:10]([CH3:13])[CH2:9][CH2:8]4)=[CH:4][CH:3]=3)=[CH:25][CH:24]=2)=[CH:21][CH:22]=1 |f:2.3|. Starting materials: IC1=CC=C(CN2CCC(CC2)C)C=C1 (1-(4-iodobenzyl)4-methylpiperidine), ClC1=CC=C(C=C1)C1=CC=C(C=C1)NC(C#C)=O (propynoic acid-(4′-chlorobiphenyl-4-yl)amide). Starting materials: NC1CCN(CC1)CC=1CCOC2=C(C1)C=C(C=C2)C2=CC=C(C=C2)C (4-amino-1-(7-(4-methylphenyl)-2,3-dihydro-1-benzooxepin-4-yl)methylpiperidine), O1CCC(CC1)=O (tetrahydro-4H-pyran-4-one), ClCCCl (1,2-dichloroethane), aqueous solution, C=O (formaldehyde), C(C)(=O)O[BH-](OC(C)=O)OC(C)=O.[Na+] (sodium triacetoxyborohydride), C(C)(=O)O[BH-](OC(C)=O)OC(C)=O.[Na+] (sodium triacetoxyborohydride). Reaction conditions: time 8 hour. The product is Cl.Cl.CC1=CC=C(C=C1)C=1C=CC2=C(C=C(CCO2)CN2CCC(CC2)N(C2CCOCC2)C)C1 (1-(7-(4-methylphenyl)-2,3-dihydro-1-benzooxepin-4-yl)methyl-4-(N-methyl-N-(tetrahydropyran-4-yl)amino)piperidine dihydrochloride). Reaction SMILES: [NH2:1][CH:2]1[CH2:7][CH2:6][N:5]([CH2:8][C:9]2[CH2:10][CH2:11][O:12][C:13]3[CH:19]=[CH:18][C:17]([C:20]4[CH:25]=[CH:24][C:23]([CH3:26])=[CH:22][CH:21]=4)=[CH:16][C:14]=3[CH:15]=2)[CH2:4][CH2:3]1.[O:27]1[CH2:32][CH2:31][C:30](=O)[CH2:29][CH2:28]1.[C:34](O[BH-](OC(=O)C)OC(=O)C)(=O)C.[Na+].C=O.[Cl:50]CCCl>>[ClH:50].[ClH:50].[CH3:26][C:23]1[CH:24]=[CH:25][C:20]([C:17]2[CH:18]=[CH:19][C:13]3[O:12][CH2:11][CH2:10][C:9]([CH2:8][N:5]4[CH2:4][CH2:3][CH:2]([N:1]([CH3:34])[CH:30]5[CH2:31][CH2:32][O:27][CH2:28][CH2:29]5)[CH2:7][CH2:6]4)=[CH:15][C:14]=3[CH:16]=2)=[CH:21][CH:22]=1 |f:2.3,6.7.8|. Reported procedure: To 4-amino-1-(7-(4-methylphenyl)-2,3-dihydro-1-benzooxepin-4-yl)methylpiperidine (0.3 g) and tetrahydro-4H-pyran-4-one (0.09 g) dissolved in 1,2-dichloroethane (10 ml) was added under ice cooling sodium triacetoxyborohydride (0.26 g). The resulting mixture was stirred at room temperature overnight under a nitrogen atmosphere. Thereto was added a 37% aqueous solution of formaldehyde (0.1 ml) and was then added under ice cooling sodium triacetoxyborohydride (0.3 g), and the resulting mixture was s...